This data is from the Open Reaction Database (ORD), a public repository of structured organic reaction records. The task is: describe an organic reaction: reactants, conditions, products, and yield Reactants: O=Cc1ccc(Br)cc1, CC(=O)O[BH-](OC(C)=O)OC(C)=O, O=C([O-])O, C1CCNCC1, CC(=O)O, [Na+], [Na+]. Yields the product Brc1ccc(CN2CCCCC2)cc1. As a reaction SMILES: [Br:1][c:2]1[cH:3][cH:4][c:5]([CH:6]=[O:7])[cH:8][cH:9]1.[C:16]([O:17][BH-:18]([O:19][C:20](=[O:21])[CH3:22])[O:23][C:24](=[O:25])[CH3:26])(=[O:27])[CH3:28].[C:30](=[O:31])([OH:32])[O-:33].[CH2:10]1[CH2:11][CH2:12][NH:13][CH2:14][CH2:15]1.[CH3:35][C:36](=[O:37])[OH:38].[Na+:29].[Na+:34]>>[Br:1][c:2]1[cH:3][cH:4][c:5]([CH2:6][N:13]2[CH2:12][CH2:11][CH2:10][CH2:15][CH2:14]2)[cH:8][cH:9]1. Starting materials: C1CCOC1, Cl, [Li+], [OH-], O, COC(=O)C(NC(=O)C(O)CC(C)C)c1ccccc1. The product is CC(C)CC(O)C(=O)NC(C(=O)O)c1ccccc1. As a reaction SMILES: [CH2:24]1[O:25][CH2:26][CH2:27][CH2:28]1.[ClH:23].[Li+:21].[OH-:22].[OH2:29].[OH:1][CH:2]([C:3](=[O:4])[NH:5][CH:6]([C:7](=[O:8])[O:9][CH3:10])[c:11]1[cH:12][cH:13][cH:14][cH:15][cH:16]1)[CH2:17][CH:18]([CH3:19])[CH3:20]>>[OH:1][CH:2]([C:3](=[O:4])[NH:5][CH:6]([C:7](=[O:8])[OH:9])[c:11]1[cH:12][cH:13][cH:14][cH:15][cH:16]1)[CH2:17][CH:18]([CH3:19])[CH3:20]. Reactants: CC(C)(C)OC(=O)N1CCN(c2ccc(Br)cn2)CC1, CCO, Cc1ccccc1, CC(=O)NCC1CN(c2ccc(B3OC(C)(C)C(C)(C)O3)c(F)c2)C(=O)O1, [K+], [K+], O=C([O-])[O-]. Product: CC(=O)NCC1CN(c2ccc(-c3ccc(N4CCN(C(=O)OC(C)(C)C)CC4)nc3)c(F)c2)C(=O)O1. Reaction SMILES: [Br:1][c:2]1[cH:3][cH:4][c:5]([N:8]2[CH2:9][CH2:10][N:11]([C:14](=[O:15])[O:16][C:17]([CH3:18])([CH3:19])[CH3:20])[CH2:12][CH2:13]2)[n:6][cH:7]1.[CH3:54][CH2:55][OH:56].[CH3:57][c:58]1[cH:59][cH:60][cH:61][cH:62][cH:63]1.[F:21][c:22]1[cH:23][c:24]([N:37]2[C:38](=[O:47])[O:39][CH:40]([CH2:42][NH:43][C:44]([CH3:45])=[O:46])[CH2:41]2)[cH:25][cH:26][c:27]1[B:28]1[O:29][C:30]([CH3:31])([CH3:32])[C:33]([CH3:34])([CH3:35])[O:36]1.[K+:48].[K+:49].[O-:50][C:51]([O-:52])=[O:53]>>[c:2]1(-[c:27]2[c:22]([F:21])[cH:23][c:24]([N:37]3[C:38](=[O:47])[O:39][CH:40]([CH2:42][NH:43][C:44]([CH3:45])=[O:46])[CH2:41]3)[cH:25][cH:26]2)[cH:3][cH:4][c:5]([N:8]2[CH2:9][CH2:10][N:11]([C:14](=[O:15])[O:16][C:17]([CH3:18])([CH3:19])[CH3:20])[CH2:12][CH2:13]2)[n:6][cH:7]1. The reactants are C(C)OC(=O)C=1C=NN(C1C(F)(F)F)CCOC (1-(2-methoxyethyl)-5-trifluoromethyl-1H-pyrazole-4-carboxylic acid ethyl ester), [OH-].[Li+] (lithium hydroxide). Solvent: CO (methanol), O (water). Product: COCCN1N=CC(=C1C(F)(F)F)C(=O)O (1-(2-methoxyethyl)-5-trifluoromethyl-1H-pyrazole-4-carboxylic acid). The yield is 70.5%. Reaction SMILES: C([O:3][C:4]([C:6]1[CH:7]=[N:8][N:9]([CH2:15][CH2:16][O:17][CH3:18])[C:10]=1[C:11]([F:14])([F:13])[F:12])=[O:5])C.[OH-].[Li+]>CO.O>[CH3:18][O:17][CH2:16][CH2:15][N:9]1[C:10]([C:11]([F:14])([F:12])[F:13])=[C:6]([C:4]([OH:5])=[O:3])[CH:7]=[N:8]1 |f:1.2|. Reported procedure: To a solution of 1-(2-methoxyethyl)-5-trifluoromethyl-1H-pyrazole-4-carboxylic acid ethyl ester (0.291 g, 1.09 mmol) in methanol (3 mL) and water (3 mL) was added lithium hydroxide (0.072 g, 1.73 mmol). The reaction mixture was stirred at reflux for 2 h, and then the solution was concentrated under reduced pressure to remove the methanol. The residue was then acidified carefully with 6.0 N aqueous HCl. The resulting mixture was extracted with methylene chloride (3×25 mL). The combined organic ex... Starting materials: COC=1N=C2C(=CC=NC2=CC1)N1CC(CC1)OS(=O)(=O)C (Methanesulfonic acid 1-(6-methoxy-[1,5]naphthyridin-4-yl)-pyrrolidin-3-yl ester), C(CN)N (ethylene diamine). The solvent is O (water), O (water). Product: COC=1N=C2C(=CC=NC2=CC1)N1CC(CC1)NCCN (N1-[1-(6-Methoxy-[1,5]naphthyridin-4-yl)-pyrrolidin-3-yl]-ethane-1,2-diamine). As a reaction SMILES: [CH3:1][O:2][C:3]1[N:4]=[C:5]2[C:10](=[CH:11][CH:12]=1)[N:9]=[CH:8][CH:7]=[C:6]2[N:13]1[CH2:17][CH2:16][CH:15](OS(C)(=O)=O)[CH2:14]1.[CH2:23]([NH2:26])[CH2:24][NH2:25]>O>[CH3:1][O:2][C:3]1[N:4]=[C:5]2[C:10](=[CH:11][CH:12]=1)[N:9]=[CH:8][CH:7]=[C:6]2[N:13]1[CH2:17][CH2:16][CH:15]([NH:25][CH2:24][CH2:23][NH2:26])[CH2:14]1. Procedure details: Methanesulfonic acid 1-(6-methoxy-[1,5]naphthyridin-4-yl)-pyrrolidin-3-yl ester (1.96 g, 6.1 mmol) was heated to 100° C. in ethylene diamine (10 mL, 150 mmol) overnight. The reaction mixture was cooled, diluted with water and extracted 4× with a solution of 10% isopropanol in chloroform. The combined organic layers were washed with brine, dried over magnesium sulfate, and purified by column chromatography (silica, 10% MeOH in chloroform) to afford the title coompound as a white solid (1.3 g, qua... Starting materials: O=Cc1cc(Br)ccc1Cl, CCO, CCO, CC[O-], CCOC(=O)CN=[N+]=[N-], [Na+], C1CCOC1. The product is CCOC(=O)C(=Cc1cc(Br)ccc1Cl)N=[N+]=[N-]. RXN SMILES: [Br:5][c:6]1[cH:7][cH:8][c:9]([Cl:14])[c:10]([CH:11]=[O:12])[cH:13]1.[CH2:32]([OH:33])[CH3:34].[CH3:24][CH2:25][OH:26].[CH3:2][CH2:3][O-:4].[N:15](=[N+:16]=[N-:17])[CH2:18][C:19](=[O:20])[O:21][CH2:22][CH3:23].[Na+:1].[O:27]1[CH2:28][CH2:29][CH2:30][CH2:31]1>>[Br:5][c:6]1[cH:7][cH:8][c:9]([Cl:14])[c:10]([CH:11]=[C:18]([N:15]=[N+:16]=[N-:17])[C:19](=[O:20])[O:21][CH2:22][CH3:23])[cH:13]1.